From a dataset of the Open Reaction Database (ORD), a public repository of structured organic reaction records. describe an organic reaction: reactants, conditions, products, and yield The reactants are Cc1ccc2cc(C(=O)NN)ccc2n1, ClC(Cl)Cl, ClCCl, [Na+], CNC(=O)CCCC1OCCCO1, [OH-], O, O=P(Cl)(Cl)Cl. Product: CN=C(CCCC1OCCCO1)NNC(=O)c1ccc2nc(C)ccc2c1. RXN SMILES: [CH3:19][c:20]1[n:21][c:22]2[cH:23][cH:24][c:25]([C:30](=[O:31])[NH:32][NH2:33])[cH:26][c:27]2[cH:28][cH:29]1.[CH:39]([Cl:40])([Cl:41])[Cl:42].[Cl:36][CH2:37][Cl:38].[Na+:35].[O:1]1[CH:2]([CH2:7][CH2:8][CH2:9][C:10](=[O:11])[NH:12][CH3:13])[O:3][CH2:4][CH2:5][CH2:6]1.[OH-:34].[OH2:43].[P:14]([Cl:15])([Cl:16])([Cl:17])=[O:18]>>[O:1]1[CH:2]([CH2:7][CH2:8][CH2:9][C:10](=[N:12][CH3:13])[NH:33][NH:32][C:30]([c:25]2[cH:24][cH:23][c:22]3[n:21][c:20]([CH3:19])[cH:29][cH:28][c:27]3[cH:26]2)=[O:31])[O:3][CH2:4][CH2:5][CH2:6]1. Reactants: C(C)(C)(C)C1=CC=2C(=NC=C(C2)[N+](=O)[O-])N1 (2-tert-butyl-5-nitro-1H-pyrrolo[2,3-b]pyridine). The reagents and catalysts are [Ni] (Ni). The solvent is CO (MeOH). Conditions: temperature 30 celsius, time 1 hour. The product is C(C)(C)(C)C1=CC=2C(=NC=C(C2)N)N1 (2-tert-butyl-1H-pyrrolo[2,3-b]pyridin-5-amine). Yield: 74.0%. Reaction SMILES: [C:1]([C:5]1[NH:16][C:8]2=[N:9][CH:10]=[C:11]([N+:13]([O-])=O)[CH:12]=[C:7]2[CH:6]=1)([CH3:4])([CH3:3])[CH3:2]>CO.[Ni]>[C:1]([C:5]1[NH:16][C:8]2=[N:9][CH:10]=[C:11]([NH2:13])[CH:12]=[C:7]2[CH:6]=1)([CH3:4])([CH3:2])[CH3:3]. Procedure: To a solution of 2-tert-butyl-5-nitro-1H-pyrrolo[2,3-b]pyridine (2.3 g, 0.01 mol) in MeOH (50 mL) was added Raney Ni (0.23 g, 10%) under N2 protection. The mixture was stirred under hydrogen atmosphere (1 atm) at 30° C. for 1 h. The catalyst was filtered off and the filtrate was concentrated to dryness under vacuum. The residue was purified by column chromatography on silica gel (petroleum ether/ethyl acetate 1:2) to give 2-tert-butyl-1H-pyrrolo[2,3-b]pyridin-5-amine (1.4 g, 70%). 1H-NMR (MeOD, ... Reactants: C(C1=CC=CC=C1)C1=NN=C(C2=CC(=CC(=C12)OC)OC)Cl (4-benzyl-1-chloro-5,7-dimethoxyphthalazine), NC1CCN(CC1)CC1=CC2=CC=CC=C2C=C1 (4-amino-1-(naphthalen-2-ylmethyl)piperidine). Product: C(C1=CC=CC=C1)C1=NN=C(C2=CC(=CC(=C12)OC)OC)NC1CCN(CC1)CC1=CC2=CC=CC=C2C=C1 (4-Benzyl-5,7-dimethoxy-N-[1-(naphthalen-2-ylmethyl)piperidin-4-yl]phthalazin-1-amine). RXN SMILES: [CH2:1]([C:8]1[C:17]2[C:12](=[CH:13][C:14]([O:20][CH3:21])=[CH:15][C:16]=2[O:18][CH3:19])[C:11](Cl)=[N:10][N:9]=1)[C:2]1[CH:7]=[CH:6][CH:5]=[CH:4][CH:3]=1.[NH2:23][CH:24]1[CH2:29][CH2:28][N:27]([CH2:30][C:31]2[CH:40]=[CH:39][C:38]3[C:33](=[CH:34][CH:35]=[CH:36][CH:37]=3)[CH:32]=2)[CH2:26][CH2:25]1>>[CH2:1]([C:8]1[C:17]2[C:12](=[CH:13][C:14]([O:20][CH3:21])=[CH:15][C:16]=2[O:18][CH3:19])[C:11]([NH:23][CH:24]2[CH2:25][CH2:26][N:27]([CH2:30][C:31]3[CH:40]=[CH:39][C:38]4[C:33](=[CH:34][CH:35]=[CH:36][CH:37]=4)[CH:32]=3)[CH2:28][CH2:29]2)=[N:10][N:9]=1)[C:2]1[CH:7]=[CH:6][CH:5]=[CH:4][CH:3]=1. Procedure details: This compound is obtained according to the procedure described in 1.4. by reacting 4-benzyl-1-chloro-5,7-dimethoxyphthalazine with 4-amino-1-(naphthalen-2-ylmethyl)piperidine.